From a dataset of the Open Reaction Database (ORD), a public repository of structured organic reaction records. describe an organic reaction: reactants, conditions, products, and yield Starting materials: ClC=1C=CC(=C(C(=O)OC)C1)F (methyl 5-chloro-2-fluorobenzoate), COC=1C=C(C=CC1)O (3-methoxyphenol). Product: ClC=1C=CC(=C(C(=O)OC)C1)OC1=CC(=CC=C1)OC (Methyl 5-chloro-2-(3-methoxyphenoxy)benzoate). RXN SMILES: [Cl:1][C:2]1[CH:3]=[CH:4][C:5](F)=[C:6]([CH:11]=1)[C:7]([O:9][CH3:10])=[O:8].[CH3:13][O:14][C:15]1[CH:16]=[C:17]([OH:21])[CH:18]=[CH:19][CH:20]=1>>[Cl:1][C:2]1[CH:3]=[CH:4][C:5]([O:21][C:17]2[CH:18]=[CH:19][CH:20]=[C:15]([O:14][CH3:13])[CH:16]=2)=[C:6]([CH:11]=1)[C:7]([O:9][CH3:10])=[O:8]. Reported procedure: The title compound was prepared according to the procedure described in step 1 of Example 67 from methyl 5-chloro-2-fluorobenzoate and 3-methoxyphenol: 1H-NMR (CDCl3) δ 7.89 (1H, d, J=2.8 Hz), 7.41 (1H, dd, J=8.4, 2.8 Hz), 7.24–7.19 (1H, m), 6.95 (1H, d, J=8.4 Hz), 6.67–6.64 (1H, m), 6.53–6.49 (2H, m), 3.83 (3H, s), 3.78 (3H, s). The reactants are C1CCOC1, Nc1cccc(O)c1, CCn1nc(C)cc1C(=O)Nc1ccc(C(=O)c2ccc3c(c2)NC(=O)C3=CO)cc1. The product is CCn1nc(C)cc1C(=O)Nc1ccc(C(=O)c2ccc3c(c2)NC(=O)C3=CNc2cccc(O)c2)cc1. RXN SMILES: [CH2:40]1[O:41][CH2:42][CH2:43][CH2:44]1.[NH2:32][c:33]1[cH:34][cH:35][cH:36][c:37]([OH:38])[cH:39]1.[OH:1][CH:2]=[C:3]1[C:4](=[O:31])[NH:5][c:6]2[cH:7][c:8]([C:12](=[O:13])[c:14]3[cH:15][cH:16][c:17]([NH:20][C:21](=[O:22])[c:23]4[n:24]([CH2:29][CH3:30])[n:25][c:26]([CH3:28])[cH:27]4)[cH:18][cH:19]3)[cH:9][cH:10][c:11]21>>[CH:2](=[C:3]1[C:4](=[O:31])[NH:5][c:6]2[cH:7][c:8]([C:12](=[O:13])[c:14]3[cH:15][cH:16][c:17]([NH:20][C:21](=[O:22])[c:23]4[n:24]([CH2:29][CH3:30])[n:25][c:26]([CH3:28])[cH:27]4)[cH:18][cH:19]3)[cH:9][cH:10][c:11]21)[NH:32][c:33]1[cH:34][cH:35][cH:36][c:37]([OH:38])[cH:39]1.